Dataset: the Open Reaction Database (ORD), a public repository of structured organic reaction records. Task: describe an organic reaction: reactants, conditions, products, and yield Starting materials: C(C)(C)(C)OC(=O)N1CC(C2=NC=C(C=C21)Br)(C)C (6-bromo-3,3-dimethyl-2,3-dihydro-pyrrolo[3,2-b]pyridine-1-carboxylic acid tert-butyl ester), C1(CC1)CC(=O)N(C)OC (2-cyclopropyl-N-methoxy-N-methyl-acetamide). Yields the product C(C)(C)(C)OC(=O)N1CC(C2=NC=C(C=C21)C(CC2CC2)=O)(C)C (6-(2-Cyclopropyl-acetyl)-3,3-dimethyl-2,3-dihydro-pyrrolo[3,2-b]pyridine-1-carboxylic acid tert-butyl ester). Reaction SMILES: [C:1]([O:5][C:6]([N:8]1[C:16]2[C:11](=[N:12][CH:13]=[C:14](Br)[CH:15]=2)[C:10]([CH3:19])([CH3:18])[CH2:9]1)=[O:7])([CH3:4])([CH3:3])[CH3:2].[CH:20]1([CH2:23][C:24](N(OC)C)=[O:25])[CH2:22][CH2:21]1>>[C:1]([O:5][C:6]([N:8]1[C:16]2[C:11](=[N:12][CH:13]=[C:14]([C:24](=[O:25])[CH2:23][CH:20]3[CH2:22][CH2:21]3)[CH:15]=2)[C:10]([CH3:19])([CH3:18])[CH2:9]1)=[O:7])([CH3:4])([CH3:3])[CH3:2]. Procedure: Prepared from 6-bromo-3,3-dimethyl-2,3-dihydro-pyrrolo[3,2-b]pyridine-1-carboxylic acid tert-butyl ester and 2-cyclopropyl-N-methoxy-N-methyl-acetamide using a procedure analogous to that of Preparation 263. MS: [M+H]+=331. Reactants: C(C)(C)(C)C1=C(C=CC(=C1)C(C)(C)C)O (2,4-di-tert-butylphenol), C(CCN)N (propane-1,3-diamine), C=O (formaldehyde), CO (methanol). The product is C(C)(C)(C)C=1C(=C(C=C(C1)C(C)(C)C)CNCCCNCC1=C(C(=CC(=C1)C(C)(C)C)C(C)(C)C)O)O (N,N′-bis(3,5-di-tert-butyl-2-hydroxyphenylmethyl)-1,3-propane-diamine). As a reaction SMILES: [C:1]([C:5]1[CH:10]=[C:9]([C:11]([CH3:14])([CH3:13])[CH3:12])[CH:8]=[CH:7][C:6]=1O)([CH3:4])([CH3:3])[CH3:2].[CH2:16]([NH2:20])[CH2:17][CH2:18][NH2:19].[CH2:21]=[O:22].[CH3:23][OH:24]>>[C:11]([C:9]1[C:23]([OH:24])=[C:7]([CH2:8][NH:19][CH2:18][CH2:17][CH2:16][NH:20][CH2:6][C:7]2[CH:8]=[C:9]([C:11]([CH3:12])([CH3:13])[CH3:14])[CH:10]=[C:5]([C:1]([CH3:2])([CH3:3])[CH3:4])[C:21]=2[OH:22])[CH:6]=[C:5]([C:1]([CH3:4])([CH3:3])[CH3:2])[CH:10]=1)([CH3:14])([CH3:12])[CH3:13]. Procedure: A mixture of 2,4-di-tert-butylphenol (50 mmol), propane-1,3-diamine (25 mmol) and 37% aqueous formaldehyde (50 mmol) was stirred in refluxing methanol for 2 h. The mixture was cooled to room temperature and the solid was filtered, and washed with methanol, yielding 14 in 10%. Spectroscopic data (not shown) supports formation of ligand precursor 14. Reactants: CO, COC(=O)c1ccc2c(C3CCCCC3)c3n(c2c1)CC(CO)Cc1ccccc1-3, Cl, [Na+], C1CCOC1, [OH-]. Product: O=C(O)c1ccc2c(C3CCCCC3)c3n(c2c1)CC(CO)Cc1ccccc1-3. As a reaction SMILES: [CH3:34][OH:35].[CH:3]1([c:9]2[c:10]3[cH:11][cH:12][c:13]([C:29](=[O:30])[O:31][CH3:32])[cH:14][c:15]3[n:16]3[c:17]2-[c:18]2[c:19]([cH:25][cH:26][cH:27][cH:28]2)[CH2:20][CH:21]([CH2:23][OH:24])[CH2:22]3)[CH2:4][CH2:5][CH2:6][CH2:7][CH2:8]1.[ClH:33].[Na+:2].[O:36]1[CH2:37][CH2:38][CH2:39][CH2:40]1.[OH-:1]>>[CH:3]1([c:9]2[c:10]3[cH:11][cH:12][c:13]([C:29](=[O:30])[OH:31])[cH:14][c:15]3[n:16]3[c:17]2-[c:18]2[c:19]([cH:25][cH:26][cH:27][cH:28]2)[CH2:20][CH:21]([CH2:23][OH:24])[CH2:22]3)[CH2:4][CH2:5][CH2:6][CH2:7][CH2:8]1. Reactants: C1(CCC1)COC1=NC(=C(C(=N1)S(=O)(=O)C)C1=CC=C(C=C1)Cl)C1=C(C=C(C=C1)Cl)Cl (2-Cyclobutylmethoxy-4-methylsulfonyl-5-(4-chlorophenyl)-6-(2,4-dichlorophenyl)pyrimidine), product, C(CCC)[Li] (n-butyl lithium), OC=1C=NC=C(C1)Cl (3-hydroxy-5-chloro-pyridine). Product: C1(CCC1)COC1=NC(=C(C(=N1)OC=1C=NC=C(C1)Cl)C1=CC=C(C=C1)Cl)C1=C(C=C(C=C1)Cl)Cl (2-cyclobutylmethoxy-4-(5-chloro-3-pyridyloxy)-5-(4-chlorophenyl)-6-(2,4-dichlorophenyl)pyrimidine). Reaction SMILES: [CH:1]1([CH2:5][O:6][C:7]2[N:12]=[C:11](S(C)(=O)=O)[C:10]([C:17]3[CH:22]=[CH:21][C:20]([Cl:23])=[CH:19][CH:18]=3)=[C:9]([C:24]3[CH:29]=[CH:28][C:27]([Cl:30])=[CH:26][C:25]=3[Cl:31])[N:8]=2)[CH2:4][CH2:3][CH2:2]1.C([Li])CCC.[OH:37][C:38]1[CH:39]=[N:40][CH:41]=[C:42]([Cl:44])[CH:43]=1>>[CH:1]1([CH2:5][O:6][C:7]2[N:12]=[C:11]([O:37][C:38]3[CH:39]=[N:40][CH:41]=[C:42]([Cl:44])[CH:43]=3)[C:10]([C:17]3[CH:22]=[CH:21][C:20]([Cl:23])=[CH:19][CH:18]=3)=[C:9]([C:24]3[CH:29]=[CH:28][C:27]([Cl:30])=[CH:26][C:25]=3[Cl:31])[N:8]=2)[CH2:4][CH2:3][CH2:2]1. Reported procedure: 2-Cyclobutylmethoxy-4-methylsulfonyl-5-(4-chlorophenyl)-6-(2,4-dichlorophenyl)pyrimidine (the Mrf product from Example 83), (40 mg, 0.08 mmol) was reacted with 2 equivalents each of n-butyl lithium and 3-hydroxy-5-chloro-pyridine according to the procedure described in Reference Examples 6 and 7 to afford 2-cyclobutylmethoxy-4-(5-chloro-3-pyridyloxy)-5-(4-chlorophenyl)-6-(2,4-dichlorophenyl)pyrimidine: HPLC/MS: m/e=546 (M++1); Rt=5.20 min. 1H-NMR 400 MHz (CDCl3): δ 1.80-1.98 (m, 4H), 2.10-2.11(m... The reactants are NC1=CC(=C(C(=O)NCC2CCN(CC2)CCCCCN)C=C1Cl)OC (4-Amino-N-(1-(5-aminopentyl)piperidin-4-ylmethyl)-5-chloro-2-methoxybenzamide), CC1=CC=C(C=O)C=C1 (4-methylbenzaldehyde). Product: NC1=CC(=C(C(=O)NCC2CCN(CC2)CCCCCNCC2=CC=C(C=C2)C)C=C1Cl)OC (4-amino-5-chloro-2-methoxy-N-((1-(5-(4-methylbenzylamino)pentyl)piperidin-4-yl)methyl)benzamide). Isolated yield 98.3%. RXN SMILES: [NH2:1][C:2]1[C:23]([Cl:24])=[CH:22][C:5]([C:6]([NH:8][CH2:9][CH:10]2[CH2:15][CH2:14][N:13]([CH2:16][CH2:17][CH2:18][CH2:19][CH2:20][NH2:21])[CH2:12][CH2:11]2)=[O:7])=[C:4]([O:25][CH3:26])[CH:3]=1.[CH3:27][C:28]1[CH:35]=[CH:34][C:31]([CH:32]=O)=[CH:30][CH:29]=1>>[NH2:1][C:2]1[C:23]([Cl:24])=[CH:22][C:5]([C:6]([NH:8][CH2:9][CH:10]2[CH2:11][CH2:12][N:13]([CH2:16][CH2:17][CH2:18][CH2:19][CH2:20][NH:21][CH2:27][C:28]3[CH:35]=[CH:34][C:31]([CH3:32])=[CH:30][CH:29]=3)[CH2:14][CH2:15]2)=[O:7])=[C:4]([O:25][CH3:26])[CH:3]=1. Procedure details: 4-Amino-N-(1-(5-aminopentyl)piperidin-4-ylmethyl)-5-chloro-2-methoxybenzamide (2 g) as starting compound and 4-methylbenzaldehyde (0.69 g) were reacted and treated in the same manner as in Example 121 to give 2.5 g of 4-amino-5-chloro-2-methoxy-N-((1-(5-(4-methylbenzylamino)pentyl)piperidin-4-yl)methyl)benzamide. Starting materials: C(C1=CC=CC=C1)SC1=NC(=CC(=N1)O)CCC (2-benzylthio-4-hydroxy-6-n-propylpyrimidine), P(=O)(Cl)(Cl)Cl (phosphorus oxychloride). Run at temperature 20 celsius. Yields the product C(C1=CC=CC=C1)SC1=NC(=CC(=N1)Cl)CCC (2-benzylthio-4-chloro-6-n-propylpyrimidine). Reaction SMILES: [CH2:1]([S:8][C:9]1[N:14]=[C:13](O)[CH:12]=[C:11]([CH2:16][CH2:17][CH3:18])[N:10]=1)[C:2]1[CH:7]=[CH:6][CH:5]=[CH:4][CH:3]=1.P(Cl)(Cl)([Cl:21])=O>>[CH2:1]([S:8][C:9]1[N:14]=[C:13]([Cl:21])[CH:12]=[C:11]([CH2:16][CH2:17][CH3:18])[N:10]=1)[C:2]1[CH:7]=[CH:6][CH:5]=[CH:4][CH:3]=1. Procedure: A mixture of 72 g (0.28 mole) of 2-benzylthio-4-hydroxy-6-n-propylpyrimidine (from Part A) and 100 ml of phosphorus oxychloride was heated at reflux for three hours, and was then allowed to cool to 20° C. After evaporating in vacuo the residue was poured into ice water with vigorous stirring. The mixture was extracted with three 75 ml portions of diethyl ether, and the extracts were dried over magnesium sulfate and evaporated to provide a yellow oil residue of 2-benzylthio-4-chloro-6-n-propylpyr...